Dataset: the Open Reaction Database (ORD), a public repository of structured organic reaction records. Task: describe an organic reaction: reactants, conditions, products, and yield Starting materials: O=C1CCC(N2C(=O)c3cccc(OCc4ccc(CBr)cc4)c3C2=O)C(=O)N1, CC#N, CC(C)C1CCNCC1, O. The product is CC(C)C1CCN(Cc2ccc(COc3cccc4c3C(=O)N(C3CCC(=O)NC3=O)C4=O)cc2)CC1. As a reaction SMILES: [Br:1][CH2:2][c:3]1[cH:4][cH:5][c:6]([CH2:7][O:8][c:9]2[c:10]3[c:14]([cH:15][cH:16][cH:17]2)[C:13](=[O:18])[N:12]([CH:19]2[C:20](=[O:26])[NH:21][C:22](=[O:25])[CH2:23][CH2:24]2)[C:11]3=[O:27])[cH:28][cH:29]1.[CH3:40][C:41]#[N:42].[CH:30]([CH3:31])([CH3:32])[CH:33]1[CH2:34][CH2:35][NH:36][CH2:37][CH2:38]1.[OH2:39]>>[CH2:2]([c:3]1[cH:4][cH:5][c:6]([CH2:7][O:8][c:9]2[c:10]3[c:14]([cH:15][cH:16][cH:17]2)[C:13](=[O:18])[N:12]([CH:19]2[C:20](=[O:26])[NH:21][C:22](=[O:25])[CH2:23][CH2:24]2)[C:11]3=[O:27])[cH:28][cH:29]1)[N:36]1[CH2:35][CH2:34][CH:33]([CH:30]([CH3:31])[CH3:32])[CH2:38][CH2:37]1.